describe an organic reaction: reactants, conditions, products, and yield From a dataset of the Open Reaction Database (ORD), a public repository of structured organic reaction records. Starting materials: CS(=O)(=O)Cl (methanesulfonyl chloride), C(C1=CC=CC=C1)N(CCCCCCN(CCC1=CC(=C(C=C1)OC)CN)CC1=CC=CC=C1)CCC1=CC(=C(C=C1)OC)CN (N,N'-dibenzyl-N,N'-bis[2-(3-aminomethyl-4-methoxyphenyl)-ethyl]-hexamethylenediamine). The solvent is N1=CC=CC=C1 (pyridine). Conditions: time 8 hour. Product: C(C1=CC=CC=C1)N(CCCCCCN(CCC1=CC(=C(C=C1)OC)CNS(=O)(=O)C)CC1=CC=CC=C1)CCC1=CC(=C(C=C1)OC)CNS(=O)(=O)C (N,N'-dibenzyl-N,N'-bis[2-(3-methanesulfonamidomethyl-4-methoxyphenyl)-ethyl]-hexamethylenediamine). As a reaction SMILES: [CH3:1][S:2](Cl)(=[O:4])=[O:3].[CH2:6]([N:13]([CH2:40][CH2:41][C:42]1[CH:47]=[CH:46][C:45]([O:48][CH3:49])=[C:44]([CH2:50][NH2:51])[CH:43]=1)[CH2:14][CH2:15][CH2:16][CH2:17][CH2:18][CH2:19][N:20]([CH2:33][C:34]1[CH:39]=[CH:38][CH:37]=[CH:36][CH:35]=1)[CH2:21][CH2:22][C:23]1[CH:28]=[CH:27][C:26]([O:29][CH3:30])=[C:25]([CH2:31][NH2:32])[CH:24]=1)[C:7]1[CH:12]=[CH:11][CH:10]=[CH:9][CH:8]=1>N1C=CC=CC=1>[CH2:6]([N:13]([CH2:40][CH2:41][C:42]1[CH:47]=[CH:46][C:45]([O:48][CH3:49])=[C:44]([CH2:50][NH:51][S:2]([CH3:1])(=[O:4])=[O:3])[CH:43]=1)[CH2:14][CH2:15][CH2:16][CH2:17][CH2:18][CH2:19][N:20]([CH2:33][C:34]1[CH:35]=[CH:36][CH:37]=[CH:38][CH:39]=1)[CH2:21][CH2:22][C:23]1[CH:28]=[CH:27][C:26]([O:29][CH3:30])=[C:25]([CH2:31][NH:32][S:2]([CH3:1])(=[O:4])=[O:3])[CH:24]=1)[C:7]1[CH:12]=[CH:11][CH:10]=[CH:9][CH:8]=1. Procedure: Following the procedure of Example 6, 2.5 g. of methanesulfonyl chloride is added to a solution of 6.78 g. (0.01 m.) of N,N'-dibenzyl-N,N'-bis[2-(3-aminomethyl-4-methoxyphenyl)-ethyl]-hexamethylenediamine in 30 ml. of pyridine and the mixture is allowed to stand at room temperature overnight to yield N,N'-dibenzyl-N,N'-bis[2-(3-methanesulfonamidomethyl-4-methoxyphenyl)-ethyl]-hexamethylenediamine. The latter as the dihydrochloride is demethylated and then debenzylated as described in Example 9 t... Reactants: C[S-], CN(C)C=O, Cc1c(CCl)c(=O)n(-c2cc(C(=O)OC(C)C)c(Cl)cc2F)c(=O)n1C, [Na+], O. Yields the product CSCc1c(C)n(C)c(=O)n(-c2cc(C(=O)OC(C)C)c(Cl)cc2F)c1=O. RXN SMILES: [CH3:27][S-:28].[CH3:31][N:32]([CH3:33])[CH:34]=[O:35].[Cl:1][c:2]1[c:3]([C:4](=[O:5])[O:6][CH:7]([CH3:8])[CH3:9])[cH:10][c:11](-[n:15]2[c:16](=[O:26])[n:17]([CH3:25])[c:18]([CH3:24])[c:19]([CH2:22][Cl:23])[c:20]2=[O:21])[c:12]([F:14])[cH:13]1.[Na+:29].[OH2:30]>>[Cl:1][c:2]1[c:3]([C:4](=[O:5])[O:6][CH:7]([CH3:8])[CH3:9])[cH:10][c:11](-[n:15]2[c:16](=[O:26])[n:17]([CH3:25])[c:18]([CH3:24])[c:19]([CH2:22][S:28][CH3:27])[c:20]2=[O:21])[c:12]([F:14])[cH:13]1. RXN SMILES: [H-].[Na+].C(OCCCCC[SH:11])C.I[CH2:13][CH2:14][CH2:15][CH2:16][CH2:17][CH2:18][CH2:19][C:20]([O:22][CH2:23][CH3:24])=[O:21].[CH2:25]1[CH2:29][O:28][CH2:27][CH2:26]1>CCCCCC>[C:20]([O:22][CH2:23][CH3:24])(=[O:21])[CH2:19][CH2:18][CH2:17][CH2:16][CH2:15][CH2:14][CH2:13][S:11][CH2:26][CH2:27][O:28][CH2:29][CH3:25] |f:0.1|. Run at time 1 hour. Reported procedure: NaH (0.39g, 9.6 mmol) was washed with hexane and then suspended in dry THF (45 mL). 5-Ethoxypentane-1-thiol (8.7 mmol) in THF (8 mL) was added and stirred for 1 h at room temperature. Ethyl 8-iodooctanoate (2.4 g, 8.7 mmol) in THF (7 mL) was added and the mixture was refluxed for 6 h. After evaporation of the solvent, the residue was taken into ethyl acetate (150 mL). The organic phase was washed with water (2 ×50 mL), brine (50 mL), and dried (Na2SO4). The crude product was purified by column c... The yield is 52.0%. Yields the product title compound, C(CCCCCCCSCCOCC)(=O)OCC (ethyl 9-thia-12-oxatetradecanoate). The solvent is CCCCCC (hexane). The reactants are C(C)OCCCCCS (5-Ethoxypentane-1-thiol), C1CCOC1 (THF), ICCCCCCCC(=O)OCC (Ethyl 8-iodooctanoate), C1CCOC1 (THF), C1CCOC1 (THF), [H-].[Na+] (NaH). Reactants: BrC1=CSC2=C1N=C(N=C2CCCN)Cl ((7-bromo-2-chlorothieno[3,2-d]pyrimidin-4-yl)propylamine), Cl.ClC=1N=C(C2=C(N1)CCS2)NC2CNCCC2 ((2-chloro-6,7-dihydrothieno[3,2-d]pyrimidin-4-yl)piperidin-3-ylamine hydrochloride), C(C)(C)N(CC)C(C)C (diisopropylethylamine). Run in O1CCOCC1 (dioxane). Conditions: temperature 100 celsius. Yields the product BrC1=CSC2=C1N=C(N=C2CCCN)N2CCN(CC2)C2=CC=C(C=C2)Cl ({7-bromo-2-[4-(4-chlorophenyl)piperazin-1-yl]thieno[3,2-d]pyrimidin-4-yl}propylamine). Yield: 110.2%. RXN SMILES: [Br:1][C:2]1[C:6]2[N:7]=[C:8](Cl)[N:9]=[C:10]([CH2:11][CH2:12][CH2:13][NH2:14])[C:5]=2[S:4][CH:3]=1.[ClH:16].ClC1N=[C:20]([NH:27][CH:28]2C[CH2:32][CH2:31][NH:30][CH2:29]2)[C:21]2S[CH2:25][CH2:24][C:22]=2N=1.[CH:34](N(C(C)C)CC)(C)C>O1CCOCC1>[Br:1][C:2]1[C:6]2[N:7]=[C:8]([N:30]3[CH2:29][CH2:28][N:27]([C:20]4[CH:21]=[CH:22][C:24]([Cl:16])=[CH:25][CH:34]=4)[CH2:32][CH2:31]3)[N:9]=[C:10]([CH2:11][CH2:12][CH2:13][NH2:14])[C:5]=2[S:4][CH:3]=1 |f:1.2|. Procedure: 2.00 g (6.20 mmol) of (7-bromo-2-chlorothieno[3,2-d]pyrimidin-4-yl)propylamine (V), 4.64 g (23.59 mmol) of 1-(4-chlorophenyl)piperazine (VI), and 2.13 mL (12.39 mmol) of diisopropylethylamine are placed in 15 mL of dioxane and heated to 100° C. in the microwave for 0.75 hours. As only 50% reacted, the reaction mixture is heated to 160° C. in the microwave for another 1.5 hours. Then the precipitate formed is suction filtered, washed with water, and stirred with petroleum ether. After suction fil...